Dataset: the Open Reaction Database (ORD), a public repository of structured organic reaction records. Task: describe an organic reaction: reactants, conditions, products, and yield The reactants are FC=1C=C(C=C(C1)F)C[C@@H]([C@@H]1OC1)NC(OC(C)(C)C)=O (tert-butyl (1S)-2-(3,5-difluorophenyl)-1-[(2S)-oxiran-2-yl]ethylcarbamate), IC=1C=C2C(CCOC2=CC1)N (6-Iodo-chroman-4-ylamine). Solvent: C(C)(C)O (isopropyl alcohol). Product: FC=1C=C(C[C@@H]([C@@H](CNC2CCOC3=CC=C(C=C23)I)O)NC(OC(C)(C)C)=O)C=C(C1)F (tert-butyl (1S,2R)-1-(3,5-difluorobenzyl)-2-hydroxy-3-[(6-iodo-3,4-dihydro-2H-chromen-4-yl)amino]propylcarbamate). Yield: 84.6%. As a reaction SMILES: [F:1][C:2]1[CH:3]=[C:4]([CH2:9][C@H:10]([NH:14][C:15](=[O:21])[O:16][C:17]([CH3:20])([CH3:19])[CH3:18])[C@H:11]2[CH2:13][O:12]2)[CH:5]=[C:6]([F:8])[CH:7]=1.[I:22][C:23]1[CH:24]=[C:25]2[C:30](=[CH:31][CH:32]=1)[O:29][CH2:28][CH2:27][CH:26]2[NH2:33]>C(O)(C)C>[F:1][C:2]1[CH:3]=[C:4]([CH:5]=[C:6]([F:8])[CH:7]=1)[CH2:9][C@H:10]([NH:14][C:15](=[O:21])[O:16][C:17]([CH3:20])([CH3:19])[CH3:18])[C@H:11]([OH:12])[CH2:13][NH:33][CH:26]1[C:25]2[C:30](=[CH:31][CH:32]=[C:23]([I:22])[CH:24]=2)[O:29][CH2:28][CH2:27]1. Procedure: An isopropyl alcohol (25 ml) solution of tert-butyl (1S)-2-(3,5-difluorophenyl)-1-[(2S)-oxiran-2-yl]ethylcarbamate (2.2 g, 7.2 mmol) and 6-Iodo-chroman-4-ylamine (3.0 g, 10.9 mmol) was stirred at 75° C. for 0 h. The IPA was removed in vacuo and the resulting residue dissolved in EtOAc (200 ml). The organic layer was washed with 1 N HCl (4×50 ml), followed by NaHCO3 (2×50 ml), and brine (1×50 ml). The organic layer was dried over Na2SO4 and concentrated in vacuo to yield 3.5 g (85%) of the title ... Starting materials: CN=C(SC)SC, ClCCl, C[N+](=O)[O-]. Product: CNC(=C[N+](=O)[O-])SC. As a reaction SMILES: [CH3:5][S:6][C:7](=[N:8][CH3:9])[S:10][CH3:11].[Cl:12][CH2:13][Cl:14].[N+:1](=[O:2])([O-:3])[CH3:4]>>[N+:1](=[O:2])([O-:3])[CH:4]=[C:7]([S:6][CH3:5])[NH:8][CH3:9]. The reactants are Br (HBr), N1(N=CN=C1)C1=CC(=C(N)C=C1)C (4-(1,2,4-Triazol-1-yl)-2-methylaniline), N(=O)[O-].[Na+] (sodium nitrite), Br (HBr), C(CN)N (ethylenediamine). The reagents and catalysts are [Cu]Br (copper (1) bromide). Conditions: time 15 minute. The product is BrC1=C(C=C(C=C1)N1N=CN=C1)C (1-(4-Bromo-3-methylphenyl)-1,2,4-triazole). As a reaction SMILES: [N:1]1([C:6]2[CH:12]=[CH:11][C:9](N)=[C:8]([CH3:13])[CH:7]=2)[CH:5]=[N:4][CH:3]=[N:2]1.N([O-])=O.[Na+].C(N)CN.[BrH:22]>[Cu]Br>[Br:22][C:9]1[CH:11]=[CH:12][C:6]([N:1]2[CH:5]=[N:4][CH:3]=[N:2]2)=[CH:7][C:8]=1[CH3:13] |f:1.2|. Reported procedure: 4-(1,2,4-Triazol-1-yl)-2-methylaniline (D62, 0.55 g) in 48% HBr (10 ml) at -5° C. was stirred while sodium nitrite (0.3 g) was added portionwise over approximately 5 minutes to give a brown sludge which was left for a further 15 minutes. During this time, copper (1) bromide (0.63 g) was heated under reflux in 48% HBr (2 ml) under argon. The brown sludge was added to it portionwise over 5 minutes and the resulting black reaction mixture heated under reflux for a further 1 minute. After cooling sl... Reactants: [BH4-].[Na+] (sodium borohydride), ClC1=CC=C(C=C1)C=1N=C2N(C=C(C=C2)C=2C(=C(C=O)C=CC2)F)C1 (3-[2-(4-chlorophenyl)imidazo[1,2-a]pyridin-6-yl]-2-fluorobenzaldehyde). The solvent is CO (methanol). Conditions: time 2 hour. Product: ClC1=CC=C(C=C1)C=1N=C2N(C=C(C=C2)C=2C(=C(C=CC2)CO)F)C1 ({3-[2-(4-Chlorophenyl)imidazo[1,2-a]pyridin-6-yl]-2-fluorophenyl}methanol). Yield: 57.7%. As a reaction SMILES: [BH4-].[Na+].[Cl:3][C:4]1[CH:9]=[CH:8][C:7]([C:10]2[N:11]=[C:12]3[CH:17]=[CH:16][C:15]([C:18]4[C:19]([F:26])=[C:20]([CH:23]=[CH:24][CH:25]=4)[CH:21]=[O:22])=[CH:14][N:13]3[CH:27]=2)=[CH:6][CH:5]=1>CO>[Cl:3][C:4]1[CH:9]=[CH:8][C:7]([C:10]2[N:11]=[C:12]3[CH:17]=[CH:16][C:15]([C:18]4[C:19]([F:26])=[C:20]([CH2:21][OH:22])[CH:23]=[CH:24][CH:25]=4)=[CH:14][N:13]3[CH:27]=2)=[CH:6][CH:5]=1 |f:0.1|. Reported procedure: 162 mg of sodium borohydride are added portionwise to 150 mg of 3-[2-(4-chlorophenyl)imidazo[1,2-a]pyridin-6-yl]-2-fluorobenzaldehyde dissolved in 20 ml of methanol. The mixture is subsequently stirred at ambient temperature for 2 hours and then the solvent is evaporated under reduced pressure. The residue is taken up between water and dichloromethane and the organic phase is separated, dried over sodium sulphate and evaporated under reduced pressure. The residue is purified by chromatography on...